From a dataset of the Open Reaction Database (ORD), a public repository of structured organic reaction records. describe an organic reaction: reactants, conditions, products, and yield Starting materials: Tetrakis triphenylphosphine(palladium), O1CCC(=CC1)B1OC(C(O1)(C)C)(C)C (2-(3,6-dihydro-2H-pyran-4-yl)-4,4,5,5-tetramethyl-1,3,2-dioxaborolane), ClC=1C(=NC=CN1)O[C@@H]1CC[C@H](CC1)NC=1SC2=C(N1)C=CC=C2 (N-(trans-4-(3-chloropyrazin-2-yloxy)cyclohexyl)benzo[d]thiazol-2-amine), C([O-])([O-])=O.[Na+].[Na+] (sodium carbonate). The solvent is COCCOC (1,2-dimethoxyethane). Conditions: temperature 80 celsius. Product: O1CCC(=CC1)C=1C(=NC=CN1)O[C@@H]1CC[C@H](CC1)NC=1SC2=C(N1)C=CC=C2 (N-(trans-4-(3-(3,6-dihydro-2H-pyran-4-yl)pyrazin-2-yloxy)cyclohexyl)benzo[d]thiazol-2-amine). Yield: 82.1%. RXN SMILES: [O:1]1[CH2:6][CH:5]=[C:4](B2OC(C)(C)C(C)(C)O2)[CH2:3][CH2:2]1.Cl[C:17]1[C:18]([O:23][C@H:24]2[CH2:29][CH2:28][C@H:27]([NH:30][C:31]3[S:32][C:33]4[CH:39]=[CH:38][CH:37]=[CH:36][C:34]=4[N:35]=3)[CH2:26][CH2:25]2)=[N:19][CH:20]=[CH:21][N:22]=1.C(=O)([O-])[O-].[Na+].[Na+]>COCCOC>[O:1]1[CH2:6][CH:5]=[C:4]([C:17]2[C:18]([O:23][C@H:24]3[CH2:25][CH2:26][C@H:27]([NH:30][C:31]4[S:32][C:33]5[CH:39]=[CH:38][CH:37]=[CH:36][C:34]=5[N:35]=4)[CH2:28][CH2:29]3)=[N:19][CH:20]=[CH:21][N:22]=2)[CH2:3][CH2:2]1 |f:2.3.4|. Reported procedure: A mixture of 2-(3,6-dihydro-2H-pyran-4-yl)-4,4,5,5-tetramethyl-1,3,2-dioxaborolane (0.10 g, 0.49 mmol) and N-(trans-4-(3-chloropyrazin-2-yloxy)cyclohexyl)benzo[d]thiazol-2-amine (0.14 g, 0.39 mmol), prepared as in step 1 of example 9a, in 1,2-dimethoxyethane (2 mL) and aqueous sodium carbonate (2 M, 0.58 mL, 1.16 mmol) was placed under nitrogen atmosphere using 3 evacuation/backfill cycles. Tetrakis triphenylphosphine(palladium) (0.022 g, 0.019 mmol) was added and one more evacuation/backfill cy... Starting materials: NS(=O)(=O)c1ccc(Br)cc1, O=C([O-])[O-], CC(=O)[O-], COc1ccnc(CCc2nc3cc(I)cnc3[nH]2)c1, [Cl-], [K+], [K+], [K+], [Li+], C1COCCO1, O. Yields the product COc1ccnc(CCc2nc3cc(-c4ccc(S(N)(=O)=O)cc4)cnc3[nH]2)c1. RXN SMILES: [Br:1][c:2]1[cH:3][cH:4][c:5]([S:8](=[O:9])(=[O:10])[NH2:11])[cH:6][cH:7]1.[C:37](=[O:38])([O-:39])[O-:40].[CH3:13][C:14](=[O:15])[O-:16].[CH3:17][O:18][c:19]1[cH:20][c:21]([CH2:25][CH2:26][c:27]2[n:28][c:29]3[c:30]([n:31][cH:32][c:33]([I:35])[cH:34]3)[nH:36]2)[n:22][cH:23][cH:24]1.[Cl-:44].[K+:12].[K+:41].[K+:42].[Li+:43].[O:45]1[CH2:46][CH2:47][O:48][CH2:49][CH2:50]1.[OH2:51]>>[c:2]1(-[c:33]2[cH:32][n:31][c:30]3[c:29]([n:28][c:27]([CH2:26][CH2:25][c:21]4[cH:20][c:19]([O:18][CH3:17])[cH:24][cH:23][n:22]4)[nH:36]3)[cH:34]2)[cH:3][cH:4][c:5]([S:8](=[O:9])(=[O:10])[NH2:11])[cH:6][cH:7]1.